This data is from the Open Reaction Database (ORD), a public repository of structured organic reaction records. The task is: describe an organic reaction: reactants, conditions, products, and yield Starting materials: CC(C)Cn1c(CN(C(=O)[O-])C(C)(C)C)c(OCCCC(F)(F)F)c2cc(OCC(N)=O)ccc2c1=O, CCOC(C)=O, [Cl-], [H][H]. Yields the product Cl, CC(C)Cn1c(CN)c(OCCCC(F)(F)F)c2cc(OCC(N)=O)ccc2c1=O. Reaction SMILES: [C:1]([N:5]([C:2](=[O:3])[O-:4])[CH2:9][c:10]1[n:11]([CH2:34][CH:35]([CH3:36])[CH3:37])[c:12](=[O:33])[c:13]2[cH:14][cH:15][c:16]([O:28][CH2:29][C:30](=[O:31])[NH2:32])[cH:17][c:18]2[c:19]1[O:20][CH2:21][CH2:22][CH2:23][C:24]([F:25])([F:26])[F:27])([CH3:6])([CH3:7])[CH3:8].[CH3:41][CH2:42][O:43][C:44](=[O:45])[CH3:46].[Cl-:40].[H:38][H:39]>>[ClH:40].[NH2:5][CH2:9][c:10]1[n:11]([CH2:34][CH:35]([CH3:36])[CH3:37])[c:12](=[O:33])[c:13]2[cH:14][cH:15][c:16]([O:28][CH2:29][C:30](=[O:31])[NH2:32])[cH:17][c:18]2[c:19]1[O:20][CH2:21][CH2:22][CH2:23][C:24]([F:25])([F:26])[F:27]. Starting materials: [N+](=O)([O-])C1=CC=C(COC(=O)C=2N3C([C@@H]([C@H]3SC2)Br)=O)C=C1 ((5R,6S)-6-bromo-7-oxo-4-thia-1-azabicyclo[3.2.0]hept-2-ene-2-carboxylic acid 4-nitro-benzyl ester), C(C)(=O)OC(C)=O (acetic anhydride), C(C1=CC=CC=C1)N1CC=2N(CC1)C=C(N2)C=O (7-Benzyl-5,6,7,8-tetrahydroimidazo[1,2-a]pyrazine-2-carbaldehyde), [Mg+2].[Br-].[Br-] (MgBr2). Reagents/catalysts: CN(C)C=1C=CN=CC1 (DMAP). The solvent is C(C)(=O)OCC (ethyl acetate), C1CCOC1 (THF), CCN(CC)CC (Et3N), C(C)#N (acetonitrile). Conditions: temperature -20 celsius, time 5 hour. The product is [N+](=O)([O-])C1=CC=C(COC(=O)C=2N3C(C([C@H]3SC2)(Br)C(C=2N=C3N(CCN(C3)CC3=CC=CC=C3)C2)OC(C)=O)=O)C=C1 ((5R,6RS)-6-[(RS)-Acetoxy(7-benzyl-5,6,7,8-tetrahydroimidazo[1,2-a]pyrazin-2-yl)methyl]-6-bromo-7-oxo-4-thia-1-azabicyclo[3.2.0]hept-2-ene-2-carboxylic acid 4-nitrobenzyl ester). As a reaction SMILES: [CH2:1]([N:8]1[CH2:13][CH2:12][N:11]2[CH:14]=[C:15]([CH:17]=[O:18])[N:16]=[C:10]2[CH2:9]1)[C:2]1[CH:7]=[CH:6][CH:5]=[CH:4][CH:3]=1.[Mg+2].[Br-].[Br-].[N+:22]([C:25]1[CH:43]=[CH:42][C:28]([CH2:29][O:30][C:31]([C:33]2[N:34]3[C@H:37]([S:38][CH:39]=2)[C@@H:36]([Br:40])[C:35]3=[O:41])=[O:32])=[CH:27][CH:26]=1)([O-:24])=[O:23].[C:44](OC(=O)C)(=[O:46])[CH3:45]>CN(C1C=CN=CC=1)C.C(OCC)(=O)C.CCN(CC)CC.C1COCC1.C(#N)C>[N+:22]([C:25]1[CH:43]=[CH:42][C:28]([CH2:29][O:30][C:31]([C:33]2[N:34]3[C@H:37]([S:38][CH:39]=2)[C:36]([CH:17]([O:18][C:44](=[O:46])[CH3:45])[C:15]2[N:16]=[C:10]4[CH2:9][N:8]([CH2:1][C:2]5[CH:7]=[CH:6][CH:5]=[CH:4][CH:3]=5)[CH2:13][CH2:12][N:11]4[CH:14]=2)([Br:40])[C:35]3=[O:41])=[O:32])=[CH:27][CH:26]=1)([O-:24])=[O:23] |f:1.2.3|. Procedure details: 7-Benzyl-5,6,7,8-tetrahydroimidazo[1,2-a]pyrazine-2-carbaldehyde (139 mg) was added to the dry acetonitrile (8.7 mL) solution of anhydrous MgBr2 (325 mg) under a nitrogen atmosphere at room temperature. The dry THF solution (8.7 mL) of (5R,6S)-6-bromo-7-oxo-4-thia-1-azabicyclo[3.2.0]hept-2-ene-2-carboxylic acid 4-nitro-benzyl ester (223 mg) was added to the mixture, cooled to −20° C., and Et3N (0.24 mL) was added in one portion. The reaction vessel was covered with foil to exclude light. The rea... Starting materials: OCCBr, O=C([O-])[O-], CN(C)C=O, CCOC(C)=O, CC(C)n1ncnc1-c1cc2c(s1)-c1ccc(-c3cn[nH]c3)cc1OCC2, [Cs+], [Cs+], O. Reaction SMILES: [Br:39][CH2:40][CH2:41][OH:42].[C:28](=[O:29])([O-:30])[O-:31].[CH3:34][N:35]([CH3:36])[CH:37]=[O:38].[CH3:44][CH2:45][O:46][C:47](=[O:48])[CH3:49].[CH:1]([CH3:2])([CH3:3])[n:4]1[n:5][cH:6][n:7][c:8]1-[c:9]1[cH:10][c:11]2[c:17]([s:18]1)-[c:16]1[c:15]([cH:22][c:21](-[c:23]3[cH:24][n:25][nH:26][cH:27]3)[cH:20][cH:19]1)[O:14][CH2:13][CH2:12]2.[Cs+:32].[Cs+:33].[OH2:43]>>[CH:1]([CH3:2])([CH3:3])[n:4]1[n:5][cH:6][n:7][c:8]1-[c:9]1[cH:10][c:11]2[c:17]([s:18]1)-[c:16]1[c:15]([cH:22][c:21](-[c:23]3[cH:24][n:25]([CH2:40][CH2:41][OH:42])[n:26][cH:27]3)[cH:20][cH:19]1)[O:14][CH2:13][CH2:12]2. Yields the product CC(C)n1ncnc1-c1cc2c(s1)-c1ccc(-c3cnn(CCO)c3)cc1OCC2. The reactants are ClC1=NC=C(C2=C1C=CN2)C(=O)OCC (ethyl 4-chloro-1H-pyrrolo[3,2-c]pyridine-7-carboxylate), ClC=1C=C(N)C=CC1 (3-chloroaniline), CS(=O)(=O)O (methanesulfonic acid). Solvent: O1CCOCC1 (1,4-dioxan). Product: ClC=1C=C(C=CC1)NC1=NC=C(C2=C1C=CN2)C(=O)OCC (Ethyl 4-[(3-chlorophenyl)amino]-1H-pyrrolo[3,2-c]pyridine-7-carboxylate). As a reaction SMILES: Cl[C:2]1[C:7]2[CH:8]=[CH:9][NH:10][C:6]=2[C:5]([C:11]([O:13][CH2:14][CH3:15])=[O:12])=[CH:4][N:3]=1.[Cl:16][C:17]1[CH:18]=[C:19]([CH:21]=[CH:22][CH:23]=1)[NH2:20].CS(O)(=O)=O>O1CCOCC1>[Cl:16][C:17]1[CH:18]=[C:19]([NH:20][C:2]2[C:7]3[CH:8]=[CH:9][NH:10][C:6]=3[C:5]([C:11]([O:13][CH2:14][CH3:15])=[O:12])=[CH:4][N:3]=2)[CH:21]=[CH:22][CH:23]=1. Reported procedure: A mixture of ethyl 4-chloro-1H-pyrrolo[3,2-c]pyridine-7-carboxylate (0.49 g), 3-chloroaniline (0.46 ml) and methanesulfonic acid (0.28 ml) in 1,4-dioxan (10 ml) was irradiated at 180° C. for 30 minutes with microwaves. The residue was partitioned between ethyl acetate and water, the aqueous layer was separated, basified with an aqueous 2M sodium bicarbonate solution and extracted three times with ethyl acetate. The combined organic layers were washed with brine, dried (MgSO4), filtered and evapo... Starting materials: COC(=O)c1ccc2c(C3CCCCC3)c3n(c2c1)CC(N(C)CCNC(=O)OC(C)(C)C)COc1ccccc1-3, ClCCl, O=C(O)C(F)(F)F. Product: COC(=O)c1ccc2c(C3CCCCC3)c3n(c2c1)CC(N(C)CCN)COc1ccccc1-3. As a reaction SMILES: [CH3:1][O:2][C:3](=[O:4])[c:5]1[cH:6][cH:7][c:8]2[c:9]([CH:36]3[CH2:37][CH2:38][CH2:39][CH2:40][CH2:41]3)[c:10]3[n:11]([c:34]2[cH:35]1)[CH2:12][CH:13]([N:22]([CH3:23])[CH2:24][CH2:25][NH:26][C:27]([O:28][C:29]([CH3:30])([CH3:31])[CH3:32])=[O:33])[CH2:14][O:15][c:16]1[c:17]-3[cH:18][cH:19][cH:20][cH:21]1.[Cl:49][CH2:50][Cl:51].[F:42][C:43]([F:44])([F:45])[C:46]([OH:47])=[O:48]>>[CH3:1][O:2][C:3](=[O:4])[c:5]1[cH:6][cH:7][c:8]2[c:9]([CH:36]3[CH2:37][CH2:38][CH2:39][CH2:40][CH2:41]3)[c:10]3[n:11]([c:34]2[cH:35]1)[CH2:12][CH:13]([N:22]([CH3:23])[CH2:24][CH2:25][NH2:26])[CH2:14][O:15][c:16]1[c:17]-3[cH:18][cH:19][cH:20][cH:21]1. Starting materials: O=C1CCC(=O)N1Br, CC(C)CC(CC(C)C)Oc1cc2c3c(cccc3c1)C(=O)c1ccccc1-2, ClC(Cl)Cl, CN(C)C=O. The product is CC(C)CC(CC(C)C)Oc1cc2c3c(cccc3c1Br)C(=O)c1ccccc1-2. As a reaction SMILES: [Br:29][N:30]1[C:31](=[O:32])[CH2:33][CH2:34][C:35]1=[O:36].[CH2:1]([CH:2]([CH3:3])[CH3:4])[CH:5]([CH2:6][CH:7]([CH3:8])[CH3:9])[O:10][c:11]1[cH:12][c:13]2[c:14]3[c:15]([cH:16][cH:17][cH:18][c:19]3[C:20](=[O:27])[c:21]3[cH:22][cH:23][cH:24][cH:25][c:26]3-2)[cH:28]1.[CH:42]([Cl:43])([Cl:44])[Cl:45].[O:37]=[CH:38][N:39]([CH3:40])[CH3:41]>>[CH2:1]([CH:2]([CH3:3])[CH3:4])[CH:5]([CH2:6][CH:7]([CH3:8])[CH3:9])[O:10][c:11]1[cH:12][c:13]2[c:14]3[c:15]([cH:16][cH:17][cH:18][c:19]3[C:20](=[O:27])[c:21]3[cH:22][cH:23][cH:24][cH:25][c:26]3-2)[c:28]1[Br:29].